From a dataset of the Open Reaction Database (ORD), a public repository of structured organic reaction records. describe an organic reaction: reactants, conditions, products, and yield Starting materials: BrBr (bromine), CN1C(C(CCC2=C1C=CC=C2)(C)C)=O (2,3,4,5-tetrahydro-1,3,3-trimethyl-2-oxo-1H-1-benzazepine). The reagents and catalysts are [Fe] (iron). The solvent is C(Cl)Cl (methylene chloride), C(Cl)Cl (methylene chloride). Yields the product BrC=1C=CC2=C(CCC(C(N2C)=O)(C)C)C1 (7-bromo-2,3,4,5-tetrahydro-1,3,3-trimethyl-2-oxo-1H-1-benzazepine). RXN SMILES: [CH3:1][N:2]1[C:8]2[CH:9]=[CH:10][CH:11]=[CH:12][C:7]=2[CH2:6][CH2:5][C:4]([CH3:14])([CH3:13])[C:3]1=[O:15].[Br:16]Br>C(Cl)Cl.[Fe]>[Br:16][C:11]1[CH:10]=[CH:9][C:8]2[N:2]([CH3:1])[C:3](=[O:15])[C:4]([CH3:13])([CH3:14])[CH2:5][CH2:6][C:7]=2[CH:12]=1. Procedure: A solution of 18.0 g of 2,3,4,5-tetrahydro-1,3,3-trimethyl-2-oxo-1H-1-benzazepine in 250 ml of methylene chloride was treated with 2.0 g of iron powder and thereafter dropwise with 5.83 ml of bromine in 30 ml of methylene chloride. The reaction mixture was heated to reflux overnight, thereafter poured on to ice, extracted with diethyl ether, washed with sodium pyro- sulphite solution, water and saturated sodium chloride solution, dried and evaporated. Crystallization from ethyl acetate/n-hexane ... Starting materials: NC=1C(=C(C(=CC1)OC)C(C)=O)O (1-(3-Amino-2-hydroxy-6-methoxy-phenyl)ethanone), C(C)(=O)O (acetic acid), C(C)(=O)OC(C)=O (Acetic anhydride). Solvent: O (water), O (water). Run at temperature 60 celsius. The product is C(C)(=O)C=1C(=C(C=CC1OC)NC(C)=O)O (N-(3-Acetyl-2-hydroxy-4-methoxyphenyl)acetamide). Reaction SMILES: [NH2:1][C:2]1[C:3]([OH:13])=[C:4]([C:10](=[O:12])[CH3:11])[C:5]([O:8][CH3:9])=[CH:6][CH:7]=1.[C:14](O)(=[O:16])[CH3:15].C(OC(=O)C)(=O)C>O>[C:10]([C:4]1[C:3]([OH:13])=[C:2]([NH:1][C:14](=[O:16])[CH3:15])[CH:7]=[CH:6][C:5]=1[O:8][CH3:9])(=[O:12])[CH3:11]. Procedure details: 1-(3-Amino-2-hydroxy-6-methoxy-phenyl)ethanone (12.9 g) was added to a mixture of acetic acid (3 mls) and water (20 mls) and heated to 60° C. Acetic anhydride (9.5 mls) was then added and the whole heated on a steam bath for thirty minutes. The reaction mixture was poured into water and extracted into ether, which was dried using magnesium sulphate, and after filtration the volatiles were removed in vacuo, affording a golden brown solid which was triturated with chloroform and dried under reduce...